This data is from the Open Reaction Database (ORD), a public repository of structured organic reaction records. The task is: describe an organic reaction: reactants, conditions, products, and yield The reactants are CN1C(=O)SC(Cc2cn(-c3ccccc3)nc2OCc2ccccc2)C1=O, CC#N, C[Si](C)(C)I, O. Product: CN1C(=O)SC(Cc2cn(-c3ccccc3)nc2O)C1=O. RXN SMILES: [CH2:1]([c:2]1[cH:3][cH:4][cH:5][cH:6][cH:7]1)[O:8][c:9]1[n:10][n:11](-[c:23]2[cH:24][cH:25][cH:26][cH:27][cH:28]2)[cH:12][c:13]1[CH2:14][CH:15]1[C:16](=[O:22])[N:17]([CH3:21])[C:18](=[O:20])[S:19]1.[CH3:29][C:30]#[N:31].[I:32][Si:33]([CH3:34])([CH3:35])[CH3:36].[OH2:37]>>[OH:8][c:9]1[n:10][n:11](-[c:23]2[cH:24][cH:25][cH:26][cH:27][cH:28]2)[cH:12][c:13]1[CH2:14][CH:15]1[C:16](=[O:22])[N:17]([CH3:21])[C:18](=[O:20])[S:19]1. Reaction SMILES: [NH:1]1C2C(=CC=CC=2)C(CC(=O)C(O)=O)=C1.C(O)(=O)C(C)=O.[OH:22][C:23]([CH2:33][C:34]1[C:42]2[C:37](=[CH:38][CH:39]=[CH:40][CH:41]=2)[NH:36][CH:35]=1)([C:30]([OH:32])=[O:31])[CH2:24][C:25](=O)[C:26]([OH:28])=[O:27].Cl.[NH2:44][OH:45].Cl>[OH-].[Na+]>[NH4+:1].[NH4+:36].[OH:22][C:23]([CH2:33][C:34]1[C:42]2[C:37](=[CH:38][CH:39]=[CH:40][CH:41]=2)[NH:36][CH:35]=1)([C:30]([O-:32])=[O:31])[CH2:24][C:25](=[N:44][OH:45])[C:26]([O-:28])=[O:27] |f:3.4,6.7,8.9.10|. Run in [OH-].[Na+] (sodium hydroxide), [OH-].[Na+] (sodium hydroxide), [OH-].[Na+] (sodium hydroxide). Conditions: temperature 5 celsius, time 17.5 hour. Yield: 40.0%. Procedure details: 73.8 g (352 mmol) of indol-3-pyruvic acid was added to and dissolved in 917 g of 1.6 wt % aqueous sodium hydroxide. The temperature of the reaction solution was adjusted to 35° C. While the pH of the solution was kept at 11.1 with 30% aqueous sodium hydroxide, 310.2 g (1761 mmol) of 50% aqueous pyruvic acid was added dropwise over 2 hours. The reaction mixture was further reacted for 4.5 hours to obtain a reaction solution containing 4-hydroxy-4-(3-indolylmethyl)-2-ketoglutaric acid. While the p... Product: [NH4+].[NH4+].OC(CC(C(=O)[O-])=NO)(C(=O)[O-])CC1=CNC2=CC=CC=C12 (4-hydroxy-4-(3-indolylmethyl)-2-hydroxyiminoglutarate diammonium salt). Starting materials: N1C=C(C2=CC=CC=C12)CC(C(=O)O)=O (indol-3-pyruvic acid), Cl (hydrochloric acid), Cl.NO (hydroxylamine hydrochloride), C(C(=O)C)(=O)O (pyruvic acid), OC(CC(C(=O)O)=O)(C(=O)O)CC1=CNC2=CC=CC=C12 (4-hydroxy-4-(3-indolylmethyl)-2-ketoglutaric acid).